From a dataset of the Open Reaction Database (ORD), a public repository of structured organic reaction records. describe an organic reaction: reactants, conditions, products, and yield The reactants are CCO, Cc1ccc(Oc2ccc(Nc3ncnc4cn(-c5ccc([N+](=O)[O-])cc5)nc34)cc2C)cn1, [Ca+2], [Cl-], [Cl-], [Fe], O. The product is Cc1ccc(Oc2ccc(Nc3ncnc4cn(-c5ccc(N)cc5)nc34)cc2C)cn1. As a reaction SMILES: [CH2:40]([OH:41])[CH3:42].[CH3:1][c:2]1[cH:3][c:4]([NH:16][c:17]2[c:18]3[c:19]([n:20][cH:21][n:22]2)[cH:23][n:24](-[c:26]2[cH:27][cH:28][c:29]([N+:32]([O-:33])=[O:34])[cH:30][cH:31]2)[n:25]3)[cH:5][cH:6][c:7]1[O:8][c:9]1[cH:10][n:11][c:12]([CH3:15])[cH:13][cH:14]1.[Ca+2:37].[Cl-:35].[Cl-:36].[Fe:38].[OH2:39]>>[CH3:1][c:2]1[cH:3][c:4]([NH:16][c:17]2[c:18]3[c:19]([n:20][cH:21][n:22]2)[cH:23][n:24](-[c:26]2[cH:27][cH:28][c:29]([NH2:32])[cH:30][cH:31]2)[n:25]3)[cH:5][cH:6][c:7]1[O:8][c:9]1[cH:10][n:11][c:12]([CH3:15])[cH:13][cH:14]1. The reactants are CCCCCCCCOc1cnc(-c2ccc(C=CCCCC(C)OC(C)=O)cc2)nc1, ClC(Cl)Cl, O=P([O-])([O-])[O-]. The product is CCCCCCCCOc1cnc(-c2ccc(C=CCCCC(C)O)cc2)nc1. As a reaction SMILES: [CH2:1]([CH2:2][CH2:3][CH2:4][CH2:5][CH2:6][CH2:7][CH3:8])[O:9][c:10]1[cH:11][n:12][c:13](-[c:16]2[cH:17][cH:18][c:19]([CH:22]=[CH:23][CH2:24][CH2:25][CH2:26][CH:27]([CH3:28])[O:29][C:30](=[O:31])[CH3:32])[cH:20][cH:21]2)[n:14][cH:15]1.[CH:38]([Cl:39])([Cl:40])[Cl:41].[O-:33][P:34](=[O:35])([O-:36])[O-:37]>>[CH2:1]([CH2:2][CH2:3][CH2:4][CH2:5][CH2:6][CH2:7][CH3:8])[O:9][c:10]1[cH:11][n:12][c:13](-[c:16]2[cH:17][cH:18][c:19]([CH:22]=[CH:23][CH2:24][CH2:25][CH2:26][CH:27]([CH3:28])[OH:29])[cH:20][cH:21]2)[n:14][cH:15]1. As a reaction SMILES: O=C(Cl)[O:3][C:4](Cl)(Cl)Cl.[CH:9]([O:12][C:13](=[O:16])[CH2:14][NH2:15])([CH3:11])[CH3:10].C>O1CCOCC1>[N-:15]=[C:4]=[O:3].[CH:9]([O:12][C:13](=[O:16])[CH2:14][NH2:15])([CH3:11])[CH3:10] |f:4.5|. Starting materials: O=C(OC(Cl)(Cl)Cl)Cl (diphosgene), C(C)(C)OC(CN)=O (glycine isopropyl ester), C (charcoal). Yields the product [N-]=C=O.C(C)(C)OC(CN)=O (glycine isopropyl ester isocyanate). Procedure details: 0.35 mol diphosgene is added dropwise over 1 hour to a mixture of 0.28 mol of glycine isopropyl ester and 0.4 g activated charcoal in 400 mL dioxane under N2. The reaction mixture is then heated and stirred at reflux for 21/2 hours. The reaction mixture is then cooled, filtered, and concentrated to dryness by rotary evaporator, keeping exposure to moisture to a minimum. The crude product is redissolved in 100 mL THF, and the pH of the solution is adjusted to 5.5-6.0 by addition of pyridine. The ... Run in O1CCOCC1 (dioxane). Reactants: NCCSCC1=NC=CC=C1Br (2-[(2-aminoethyl)thiomethyl]-3-bromopyridine), dihydrobromide, [N+](=O)([O-])C=C(SC)SC (1-nitro-2,2-bis-methylthioethylene). Solvent: C(C)#N (acetonitrile). Product: [N+](=O)([O-])C=C(NCCSCC1=NC=CC=C1Br)SC (1-nitro-2-methylthio-2-[2-((3-bromo-2-pyridyl)methylthio)ethylamino]ethylene). RXN SMILES: [NH2:1][CH2:2][CH2:3][S:4][CH2:5][C:6]1[C:11]([Br:12])=[CH:10][CH:9]=[CH:8][N:7]=1.[N+:13]([CH:16]=[C:17](SC)[S:18][CH3:19])([O-:15])=[O:14]>C(#N)C>[N+:13]([CH:16]=[C:17]([S:18][CH3:19])[NH:1][CH2:2][CH2:3][S:4][CH2:5][C:6]1[C:11]([Br:12])=[CH:10][CH:9]=[CH:8][N:7]=1)([O-:15])=[O:14]. Procedure: A solution of 2-[(2-aminoethyl)thiomethyl]-3-bromopyridine (from the dihydrobromide, 3.0 g) and 1-nitro-2,2-bis-methylthioethylene (1.21 g) in acetonitrile (30 ml) was set aside at room temperature for 3 days. The product was chromatographed on a column of silica gel with elution by ethyl acetate, to give 1-nitro-2-methylthio-2-[2-((3-bromo-2-pyridyl)methylthio)ethylamino]ethylene (1.2 g), m.p. 79°-80° (from ethanol-ether). Starting materials: CC(C)(C)c1csc(-c2cc3cc(Cn4cc(C#N)c5cc(O)ccc54)ccc3o2)n1, CI, CN(C)C=O, [Na+], [Na+], O=C([O-])[O-]. The product is COc1ccc2c(c1)c(C#N)cn2Cc1ccc2oc(-c3nc(C(C)(C)C)cs3)cc2c1. Reaction SMILES: [C:1]([CH3:2])([CH3:3])([CH3:4])[c:5]1[n:6][c:7](-[c:10]2[o:11][c:12]3[c:13]([cH:14]2)[cH:15][c:16]([CH2:19][n:20]2[cH:21][c:22]([C:30]#[N:31])[c:23]4[cH:24][c:25]([OH:29])[cH:26][cH:27][c:28]24)[cH:17][cH:18]3)[s:8][cH:9]1.[CH3:32][I:33].[CH3:40][N:41]([CH3:42])[CH:43]=[O:44].[Na+:34].[Na+:35].[O-:36][C:37](=[O:38])[O-:39]>>[C:1]([CH3:2])([CH3:3])([CH3:4])[c:5]1[n:6][c:7](-[c:10]2[o:11][c:12]3[c:13]([cH:14]2)[cH:15][c:16]([CH2:19][n:20]2[cH:21][c:22]([C:30]#[N:31])[c:23]4[cH:24][c:25]([O:29][CH3:37])[cH:26][cH:27][c:28]24)[cH:17][cH:18]3)[s:8][cH:9]1. Reactants: IC=1C(=C(C#N)C=CC1)C (3-iodo-2-methylbenzonitrile), ClCC(=O)N(C)OC (2-chloro-N-methoxy-N-methylacetamide), C(CCC)[Li] (n-butyllithium). Solvent: C1CCOC1 (THF). Conditions: temperature -78 celsius, time 15 minute. Yields the product ClCC(=O)C=1C(=C(C#N)C=CC1)C (3-(2-chloroacetyl)-2-methylbenzonitrile). As a reaction SMILES: I[C:2]1[C:3]([CH3:10])=[C:4]([CH:7]=[CH:8][CH:9]=1)[C:5]#[N:6].[Cl:11][CH2:12][C:13](N(OC)C)=[O:14].C([Li])CCC>C1COCC1>[Cl:11][CH2:12][C:13]([C:2]1[C:3]([CH3:10])=[C:4]([CH:7]=[CH:8][CH:9]=1)[C:5]#[N:6])=[O:14]. Procedure: To a solution of 3-iodo-2-methylbenzonitrile (7.71 g, 31.7 mmol) and 2-chloro-N-methoxy-N-methylacetamide (6.55 g, 47.6 mmol) in THF (100 mL) at −78° C. was added n-butyllithium (2.5 M in hexanes, 14.0 mL, 34.9 mmol) dropwise. After complete addition, the mixture was stirred 15 min. at −78° C., then quenched with the dropwise addition of 1 N HCl. The mixture was partitioned between EtOAc/water and the layers separated. The aqueous was extracted with EtOAc (2×) and the combined organic layers wer... Reactants: CC(=O)Cl, ClCCl, NC(=O)c1cccc2oc(-c3cccc(N)c3)nc12, c1ccncc1. The product is CC(=O)Nc1cccc(-c2nc3c(C(N)=O)cccc3o2)c1. RXN SMILES: [CH3:26][C:27]([Cl:28])=[O:29].[Cl:30][CH2:31][Cl:32].[NH2:1][c:2]1[cH:3][c:4](-[c:8]2[o:9][c:10]3[c:11]([n:12]2)[c:13]([C:17](=[O:18])[NH2:19])[cH:14][cH:15][cH:16]3)[cH:5][cH:6][cH:7]1.[cH:20]1[cH:21][cH:22][n:23][cH:24][cH:25]1>>[NH:1]([c:2]1[cH:3][c:4](-[c:8]2[o:9][c:10]3[c:11]([n:12]2)[c:13]([C:17](=[O:18])[NH2:19])[cH:14][cH:15][cH:16]3)[cH:5][cH:6][cH:7]1)[C:27]([CH3:26])=[O:29]. Reactants: C(C)(C)OC(=O)N1[C@H](C[C@H](C2=CC(=CC=C12)C(F)(F)F)N(C(=O)OC)CC1=CC(=CC(=C1)C(F)(F)F)C(F)(F)F)C1C(C1)C(=O)OCC (cis-4-[(3,5-bis-trifluoromethyl-benzyl)-methoxycarbonyl-amino]-2-(2-ethoxycarbonyl-cyclopropyl)-6-trifluoromethyl-3,4-dihydro-2H-quinoline-1-carboxylic acid isopropyl ester), [BH4-].[Na+] (sodium borohydride). Run in CO (methanol). Yields the product C(C)(C)OC(=O)N1[C@H](C[C@H](C2=CC(=CC=C12)C(F)(F)F)N(C(=O)OC)CC1=CC(=CC(=C1)C(F)(F)F)C(F)(F)F)C1C(C1)CO (cis-4-[(3,5-Bis-trifluoromethyl-benzyl)-methoxycarbonyl-amino]-2-(2-hydroxymethyl-cyclopropyl)-6-trifluoromethyl-3,4-dihydro-2H-quinoline-1-carboxylic Acid Isopropyl Ester). Yield: 59.8%. RXN SMILES: [CH:1]([O:4][C:5]([N:7]1[C:16]2[C:11](=[CH:12][C:13]([C:17]([F:20])([F:19])[F:18])=[CH:14][CH:15]=2)[C@H:10]([N:21]([CH2:26][C:27]2[CH:32]=[C:31]([C:33]([F:36])([F:35])[F:34])[CH:30]=[C:29]([C:37]([F:40])([F:39])[F:38])[CH:28]=2)[C:22]([O:24][CH3:25])=[O:23])[CH2:9][C@@H:8]1[CH:41]1[CH2:43][CH:42]1[C:44](OCC)=[O:45])=[O:6])([CH3:3])[CH3:2].[BH4-].[Na+]>CO>[CH:1]([O:4][C:5]([N:7]1[C:16]2[C:11](=[CH:12][C:13]([C:17]([F:20])([F:19])[F:18])=[CH:14][CH:15]=2)[C@H:10]([N:21]([CH2:26][C:27]2[CH:28]=[C:29]([C:37]([F:38])([F:39])[F:40])[CH:30]=[C:31]([C:33]([F:36])([F:34])[F:35])[CH:32]=2)[C:22]([O:24][CH3:25])=[O:23])[CH2:9][C@@H:8]1[CH:41]1[CH2:43][CH:42]1[CH2:44][OH:45])=[O:6])([CH3:2])[CH3:3] |f:1.2|. Procedure details: To a solution of cis-4-[(3,5-bis-trifluoromethyl-benzyl)-methoxycarbonyl-amino]-2-(2-ethoxycarbonyl-cyclopropyl)-6-trifluoromethyl-3,4-dihydro-2H-quinoline-1-carboxylic acid isopropyl ester (Example 53) (100 mg, 0.14 mmol) in refluxing methanol (40 ml) was added sodium borohydride (1.0 g) in portions, and the resulting mixture was heated to reflux for an additional 30 min. The cooled reaction was concentrated and the residue was partitioned between ethyl acetate and 2N HCl. The aqueous layer was...